This data is from the Open Reaction Database (ORD), a public repository of structured organic reaction records. The task is: describe an organic reaction: reactants, conditions, products, and yield The reactants are C(C)OC(C)OC1=CC=C(/C=C/CO)C=C1 (4(E)-(1-ethoxyethoxy)cinnamyl alcohol), C=C1CC(=O)O1 (diketene). Solvent: C(C)N(CC)CC (triethylamine). Yields the product C(CC(=O)C)(=O)OC\C=C\C1=CC=C(C=C1)OC(C)OCC (4(E)-[1-ethoxyethoxy)cinnamyl acetoacetate). Yield: 70.9%. As a reaction SMILES: [CH2:1]([O:3][CH:4]([O:6][C:7]1[CH:16]=[CH:15][C:10](/[CH:11]=[CH:12]/[CH2:13][OH:14])=[CH:9][CH:8]=1)[CH3:5])[CH3:2].[CH2:17]=[C:18]1[O:22][C:20](=[O:21])[CH2:19]1>C(N(CC)CC)C>[C:20]([O:14][CH2:13]/[CH:12]=[CH:11]/[C:10]1[CH:9]=[CH:8][C:7]([O:6][CH:4]([O:3][CH2:1][CH3:2])[CH3:5])=[CH:16][CH:15]=1)(=[O:21])[CH2:19][C:18]([CH3:17])=[O:22]. Procedure details: A mixture of 9 g of 4(E)-(1-ethoxyethoxy)cinnamyl alcohol and 0.5 ml of triethylamine was heated at 70°-80° C., and 6 g of diketene was slowly added dropwise thereto. After the addition was finished, the reaction mixture was heated at 110°-120° C. for 30 minutes. After the reaction was completed, the solvent was removed by evaporation under a reduced pressure, and the residue thus obtained was purified by means of a silica gel column chromatography (eluent: diethyl ether: n-hexane=1:3) to yield ... Solvent: CO (methanol). As a reaction SMILES: [C:1]1([CH3:12])[CH:6]=[CH:5][C:4]([CH:7]=[CH:8][C:9](=O)[CH3:10])=[CH:3][CH:2]=1.Cl.[NH2:14][OH:15].[OH-].[Na+]>CO>[C:1]1([CH3:12])[CH:6]=[CH:5][C:4]([CH:7]=[CH:8][C:9](=[N:14][OH:15])[CH3:10])=[CH:3][CH:2]=1 |f:1.2,3.4|. Yields the product C1(=CC=C(C=C1)C=CC(C)=NO)C (4-(p-tolyl)-3-buten-2-one 2-oxime). Reactants: C1(=CC=C(C=C1)C=CC(C)=O)C (4-(p-tolyl)-3-buten-2-one), Cl.NO (hydroxylamine hydrochloride), [OH-].[Na+] (sodium hydroxide). The yield is 60.9%. Procedure details: In a 250 ml single neck flask was charged 4.8 g (30.0 mmoles, 1.0 eq.) of 4-(p-tolyl)-3-buten-2-one and 5.2 g (75.4 mmoles, 2.5 eq) of hydroxylamine hydrochloride and 6 g of 50% sodium hydroxide (75 mmoles, 2.5 eq) and 100 ml of methanol. The reaction mixture was stirred at reflux for 2 hours. The reaction mixture was concentrated, diluted with water (50 ml), and then extracted with ethyl acetate (2×50 ml). The organic phase was dried and concentrated, to obtain 3.2 g of 4-(p-tolyl)-3-buten-2-on... The reactants are O=C([O-])[O-], COCCBr, COc1ccc([N+](=O)[O-])cc1O, [I-], [K+], [K+], [K+], CN(C)C=O, O. The product is COCCOc1cc([N+](=O)[O-])ccc1OC. RXN SMILES: [C:18](=[O:19])([O-:20])[O-:21].[CH3:13][O:14][CH2:15][CH2:16][Br:17].[CH3:1][O:2][c:3]1[c:4]([OH:12])[cH:5][c:6]([N+:9](=[O:10])[O-:11])[cH:7][cH:8]1.[I-:25].[K+:22].[K+:23].[K+:24].[O:26]=[CH:27][N:28]([CH3:29])[CH3:30].[OH2:31]>>[CH3:1][O:2][c:3]1[c:4]([O:12][CH2:16][CH2:15][O:14][CH3:13])[cH:5][c:6]([N+:9](=[O:10])[O-:11])[cH:7][cH:8]1. Reactants: C(C)OC(CBr)OCC (Bromoacetaldehyde diethylacetal), ClC1=C(C=CC=2C(=NOC21)C2=C(C=CC=C2)F)O (7-chloro-6-hydroxy-3-(2-fluorophenyl)-1,2-benzisoxazole), [H-].[Na+] (sodium hydride). Solvent: CN(C=O)C (dimethylformamide), CN(C=O)C (dimethylformamide). Reaction conditions: temperature 80 celsius. Yields the product C(C)OC(COC1=C(C2=C(C(=NO2)C2=C(C=CC=C2)F)C=C1)Cl)OCC ({[7-chloro-3(2-fluorophenyl)-1,2-benzisoxazol-6-yl]oxy}acetaldehyde diethyl acetal). RXN SMILES: [Cl:1][C:2]1[C:10]2[O:9][N:8]=[C:7]([C:11]3[CH:16]=[CH:15][CH:14]=[CH:13][C:12]=3[F:17])[C:6]=2[CH:5]=[CH:4][C:3]=1[OH:18].[H-].[Na+].[CH2:21]([O:23][CH:24]([O:27][CH2:28][CH3:29])[CH2:25]Br)[CH3:22]>CN(C)C=O>[CH2:21]([O:23][CH:24]([O:27][CH2:28][CH3:29])[CH2:25][O:18][C:3]1[CH:4]=[CH:5][C:6]2[C:7]([C:11]3[CH:16]=[CH:15][CH:14]=[CH:13][C:12]=3[F:17])=[N:8][O:9][C:10]=2[C:2]=1[Cl:1])[CH3:22] |f:1.2|. Procedure details: A solution of 5.0 g of 7-chloro-6-hydroxy-3-(2-fluorophenyl)-1,2-benzisoxazole in 30 ml dimethylformamide is added to a suspension of 1 g (50% suspension in oil) sodium hydride in 30 ml of dimethylformamide with stirring. Bromoacetaldehyde diethylacetal (6.2 ml) is added and the reaction mixture is heated at 80° C. for 24 hrs. The resulting dark solution is poured onto ice/water and extracted with four-100 ml portions of ether. The combined ether extracts are washed with dilute sodium hydroxide ...